This data is from the Open Reaction Database (ORD), a public repository of structured organic reaction records. The task is: describe an organic reaction: reactants, conditions, products, and yield The reactants are C(C)S(=O)(=O)Cl (ethanesulfonyl chloride), C(C)S(=O)(=O)Cl (Ethanesulfonyl chloride), N1C(=NC2=C1C=CC=C2)C=2C(=NC=C(N2)C=2CCNCC2)N (3-(1H-benzimidazol-2-yl)-5-(1,2,3,6-tetrahydropyridin-4-yl)pyrazin-2-amine), CCN(C(C)C)C(C)C (DIPEA). Solvent: CN(C=O)C (N,N-dimethylformamide). Reaction conditions: time 30 minute. The product is N1C(=NC2=C1C=CC=C2)C=2C(=NC=C(N2)C=2CCN(CC2)S(=O)(=O)CC)N (3-(1H-benzo[d]imidazol-2-yl)-5-(1-(ethylsulfonyl)-1,2,3,6-tetrahydropyridin-4-yl)pyrazin-2-amine). The yield is 57.0%. Reaction SMILES: [CH2:1]([S:3](Cl)(=[O:5])=[O:4])[CH3:2].[NH:7]1[C:11]2[CH:12]=[CH:13][CH:14]=[CH:15][C:10]=2[N:9]=[C:8]1[C:16]1[C:17]([NH2:28])=[N:18][CH:19]=[C:20]([C:22]2[CH2:23][CH2:24][NH:25][CH2:26][CH:27]=2)[N:21]=1.CCN(C(C)C)C(C)C>CN(C)C=O>[NH:7]1[C:11]2[CH:12]=[CH:13][CH:14]=[CH:15][C:10]=2[N:9]=[C:8]1[C:16]1[C:17]([NH2:28])=[N:18][CH:19]=[C:20]([C:22]2[CH2:23][CH2:24][N:25]([S:3]([CH2:1][CH3:2])(=[O:5])=[O:4])[CH2:26][CH:27]=2)[N:21]=1. Procedure: Ethanesulfonyl chloride (16.30 mg, 12.01 μL, 0.1268 mmol) was added to a solution of 3-(1H-benzimidazol-2-yl)-5-(1,2,3,6-tetrahydropyridin-4-yl)pyrazin-2-amine (60 mg, 0.1153 mmol) and DIPEA (44.71 mg, 60.26 μL, 0.3459 mmol) in N,N-dimethylformamide (1 mL) and the resulting solution stirred at ambient temperature. Analysis after 30 minutes showed SM still remaining therefore the reaction was treated with further ethanesulfonyl chloride (4 μL, 0.04222 mmol). The mixture was allowed to stir for a ... Reactants: COC1=CC=C(CO[C@H]2[C@H](SC3=CC=CC=C3)O[C@@H]([C@H]([C@@H]2OCC2=CC=C(C=C2)OC)OCC2=CC=C(C=C2)OC)COC(C2=CC=CC=C2)(C2=CC=CC=C2)C2=CC=CC=C2)C=C1 (Phenyl 2,3,4-tri-O-(4-methoxybenzyl)-6-O-triphenylmethyl-1-thio-β-D-glucopyranoside), C(=O)O (formic acid). The solvent is CCOCC (ether). Conditions: time 5 hour. Yields the product COC1=CC=C(CO[C@H]2[C@H](SC3=CC=CC=C3)O[C@@H]([C@H]([C@@H]2OCC2=CC=C(C=C2)OC)OCC2=CC=C(C=C2)OC)CO)C=C1 (Phenyl 2,3,4-tri-O-(4-methoxybenzyl)-1-thio-β-D-glucopyranoside). Isolated yield 51.5%. As a reaction SMILES: [CH3:1][O:2][C:3]1[CH:64]=[CH:63][C:6]([CH2:7][O:8][C@@H:9]2[C@@H:21]([O:22][CH2:23][C:24]3[CH:29]=[CH:28][C:27]([O:30][CH3:31])=[CH:26][CH:25]=3)[C@H:20]([O:32][CH2:33][C:34]3[CH:39]=[CH:38][C:37]([O:40][CH3:41])=[CH:36][CH:35]=3)[C@@H:19]([CH2:42][O:43]C(C3C=CC=CC=3)(C3C=CC=CC=3)C3C=CC=CC=3)[O:18][C@H:10]2[S:11][C:12]2[CH:17]=[CH:16][CH:15]=[CH:14][CH:13]=2)=[CH:5][CH:4]=1.C(O)=O>CCOCC>[CH3:1][O:2][C:3]1[CH:64]=[CH:63][C:6]([CH2:7][O:8][C@@H:9]2[C@@H:21]([O:22][CH2:23][C:24]3[CH:29]=[CH:28][C:27]([O:30][CH3:31])=[CH:26][CH:25]=3)[C@H:20]([O:32][CH2:33][C:34]3[CH:35]=[CH:36][C:37]([O:40][CH3:41])=[CH:38][CH:39]=3)[C@@H:19]([CH2:42][OH:43])[O:18][C@H:10]2[S:11][C:12]2[CH:13]=[CH:14][CH:15]=[CH:16][CH:17]=2)=[CH:5][CH:4]=1. Procedure: To a solution of phenyl 2,3,4-tri-O-(4-methoxybenzyl)-6-O-triphenylmethyl-1-thio-β-D-glucopyranoside (7) (3.44 g, 3.93 mmol) in ether (8 ml) was added formic acid (8 ml), and the resulting mixture was stirred at room temperature for 5 hr. The reaction mixture was washed successively with water, saturated aqueous sodium hydrogen-carbonate solution and saturated brine, and the solvent was evaporated under reduced pressure. The residue was suspended in a mixture of ethanol (5 ml) and 1N aqueous sod... The product is NC1=C(C=C(C2=C1CCN(CC2)C)Cl)[N+](=O)[O-] (9-amino-6-chloro-3-methyl-8-nitro-2,3,4,5-tetrahydro-1H-3-benzazepine). Reaction conditions: time 2 hour. Procedure: To a stirred mixture of 200 g. of concentrated sulfuric acid and 50 g. of concentrated nitric acid at 0°-5° C. is added, in portions, 12.6 g. (0.05 mole) of 9-acetamido-6-chloro-3-methyl-2,3,4,5-tetrahydro-1H-3-benzazepine. The solution is stirred at 0°-5° C. for 2 hours and then it is poured cautiously into 500 ml. of ice/water. The solution is made alkaline with sodium hydroxide. After being stirred at 25° C. for 16 hours, the mixture is filtered to give 9-amino-6-chloro-3-methyl-8-nitro-2,3,4... Reaction SMILES: S(=O)(=O)(O)O.[N+:6]([O-:9])(O)=[O:7].C([NH:13][C:14]1[C:19]2[CH2:20][CH2:21][N:22]([CH3:25])[CH2:23][CH2:24][C:18]=2[C:17]([Cl:26])=[CH:16][CH:15]=1)(=O)C.[OH-].[Na+]>>[NH2:13][C:14]1[C:19]2[CH2:20][CH2:21][N:22]([CH3:25])[CH2:23][CH2:24][C:18]=2[C:17]([Cl:26])=[CH:16][C:15]=1[N+:6]([O-:9])=[O:7] |f:3.4|. Reactants: S(O)(O)(=O)=O (sulfuric acid), ice water, [OH-].[Na+] (sodium hydroxide), [N+](=O)(O)[O-] (nitric acid), C(C)(=O)NC1=CC=C(C2=C1CCN(CC2)C)Cl (9-acetamido-6-chloro-3-methyl-2,3,4,5-tetrahydro-1H-3-benzazepine). Reactants: CSC=1N=C(NN1)N (5-Methylsulfanyl-2H-[1,2,4]triazol-3-ylamine), C([O-])([O-])=O.[K+].[K+] (potassium carbonate), ClCC(=O)N1CCN(CC1)C1=CC=C(C=C1)Cl (2-Chloro-1-[4-(4-chloro-phenyl)-piperazin-1-yl]-ethanone). The solvent is CN(C)C=O (DMF), CN(C)C=O (DMF). Reaction conditions: time 1 hour. Yields the product NC1=NC(=NN1CC(=O)N1CCN(CC1)C1=CC=C(C=C1)Cl)SC (2-(5-Amino-3-methylsulfanyl-[1,2,4]triazol-1-yl)-1-[4-(4-chloro-phenyl)-piperazin-1-yl]-ethanone). RXN SMILES: [CH3:1][S:2][C:3]1[N:4]=[C:5]([NH2:8])[NH:6][N:7]=1.C(=O)([O-])[O-].[K+].[K+].Cl[CH2:16][C:17]([N:19]1[CH2:24][CH2:23][N:22]([C:25]2[CH:30]=[CH:29][C:28]([Cl:31])=[CH:27][CH:26]=2)[CH2:21][CH2:20]1)=[O:18]>CN(C=O)C>[NH2:8][C:5]1[N:6]([CH2:16][C:17]([N:19]2[CH2:20][CH2:21][N:22]([C:25]3[CH:30]=[CH:29][C:28]([Cl:31])=[CH:27][CH:26]=3)[CH2:23][CH2:24]2)=[O:18])[N:7]=[C:3]([S:2][CH3:1])[N:4]=1 |f:1.2.3|. Reported procedure: 5-Methylsulfanyl-2H-[1,2,4]triazol-3-ylamine (0.216 g, 1.7 mmol) was taken in dry DMF (15 ml) and dry potassium carbonate (800 mg) and KI (20 mg) was added to it and the reaction mixture stirred at room temperature for 1 h under nitrogen. 2-Chloro-1-[4-(4-chloro-phenyl)-piperazin-1-yl]-ethanone (500 mg, 1.8 mmol) in DMF (5 ml) was then added to the mixture through a syringe. The reaction was then heated at 140° C. for 14 h, cooled and then quenched with water and extracted with ethyl acetate. Dr...